From a dataset of the Open Reaction Database (ORD), a public repository of structured organic reaction records. describe an organic reaction: reactants, conditions, products, and yield The reactants are COC(CN)OC, [Ca+2], [Cl-], [Cl-], O=C(O)c1cc2cc([N+](=O)[O-])ccc2[nH]1, [Na+], O=C([O-])O, C1COCCO1, C1COCCO1, O, O=S(Cl)Cl. Yields the product COC(CNC(=O)c1cc2cc([N+](=O)[O-])ccc2[nH]1)OC. RXN SMILES: [CH3:28][O:29][CH:30]([CH2:31][NH2:32])[O:33][CH3:34].[Ca+2:21].[Cl-:20].[Cl-:22].[N+:5](=[O:6])([O-:7])[c:8]1[cH:9][c:10]2[cH:11][c:12]([C:17](=[O:18])[OH:19])[nH:13][c:14]2[cH:15][cH:16]1.[Na+:27].[O-:23][C:24]([OH:25])=[O:26].[O:35]1[CH2:36][CH2:37][O:38][CH2:39][CH2:40]1.[O:42]1[CH2:43][CH2:44][O:45][CH2:46][CH2:47]1.[OH2:41].[S:1]([Cl:2])([Cl:3])=[O:4]>>[N+:5](=[O:6])([O-:7])[c:8]1[cH:9][c:10]2[cH:11][c:12]([C:17](=[O:19])[NH:32][CH2:31][CH:30]([O:29][CH3:28])[O:33][CH3:34])[nH:13][c:14]2[cH:15][cH:16]1.